This data is from the Open Reaction Database (ORD), a public repository of structured organic reaction records. The task is: describe an organic reaction: reactants, conditions, products, and yield Reactants: C(C1=CC=2OCOC2C=C1)N1CCN(CC1)C(=O)C1=CC=C(OC2=CC=C(C=N2)OS(=O)(=O)C)C=C1 (Methanesulfonic acid 6-[4-(4-piperonylpiperazine-1-carbonyl)phenoxy]pyridin-3-yl ester), FC(C1=CC=C(C=C1)N)(F)F (4-trifluoromethyl phenylamine), C([O-])(O)=O.[Na+] (sodium bicarbonate), C(C)(=O)OCC (ethyl acetate). Run in C1CCOC1 (THF). Run at temperature 100 celsius, time 2 hour. The product is FC(C1=CC=C(C=C1)NCC=1C=CC(=NC1)OC1=CC=C(C=C1)C(=O)N1CCN(CC1)CC1=CC=2OCOC2C=C1)(F)F ((4-{5-[(4-trifluoromethylphenylamino)-methyl]-pyridin-2-yloxy}phenyl)(4-piperonylpiperazin-1-yl)methanone). Reaction SMILES: [CH2:1]([N:11]1[CH2:16][CH2:15][N:14]([C:17]([C:19]2[CH:36]=[CH:35][C:22]([O:23][C:24]3[N:29]=[CH:28][C:27](OS(C)(=O)=O)=[CH:26][CH:25]=3)=[CH:21][CH:20]=2)=[O:18])[CH2:13][CH2:12]1)[C:2]1[CH:10]=[CH:9][C:8]2[O:7][CH2:6][O:5][C:4]=2[CH:3]=1.[F:37][C:38]([F:47])([F:46])[C:39]1[CH:44]=[CH:43][C:42]([NH2:45])=[CH:41][CH:40]=1.[C:48](=O)(O)[O-].[Na+].C(OCC)(=O)C>C1COCC1>[F:37][C:38]([F:46])([F:47])[C:39]1[CH:40]=[CH:41][C:42]([NH:45][CH2:48][C:27]2[CH:26]=[CH:25][C:24]([O:23][C:22]3[CH:35]=[CH:36][C:19]([C:17]([N:14]4[CH2:15][CH2:16][N:11]([CH2:1][C:2]5[CH:10]=[CH:9][C:8]6[O:7][CH2:6][O:5][C:4]=6[CH:3]=5)[CH2:12][CH2:13]4)=[O:18])=[CH:20][CH:21]=3)=[N:29][CH:28]=2)=[CH:43][CH:44]=1 |f:2.3|. Reported procedure: Methanesulfonic acid 6-[4-(4-piperonylpiperazine-1-carbonyl)phenoxy]pyridin-3-yl ester (0.433 g, 0.824 mmol) and 4-trifluoromethyl phenylamine (0.310 mL, 2.47 mmol) were mixed together, and the resulting mixture was stirred for 2 hours at 100° C. The formed yellow mass was stirred together with a saturated sodium bicarbonate solution, ethyl acetate and THF (20 ml of each). The organic layer was collected, washed with brine, dried over anhydrous magnesium sulfate, and evaporated under reduced pre... The reactants are [OH-].[K+] (potassium hydroxide), C([O-])([O-])=O.[Na+].[Na+] (sodium carbonate), crude product, stainless steel, C1(=CCC(C=C1)(S(=O)(=O)O)S(=O)(=O)O)C=1C(=CC=CC1)C1=CC=CC=C1 (Terphenyl-4,4 -disulfonic acid). The solvent is O (water), O (water). Reaction conditions: temperature 330 celsius, time 3 hour. The product is OC1=CC=C(C=C1)C=1C(=CC=CC1)C1=CC=C(C=C1)O (4,4"-Dihydroxyterphenyl). RXN SMILES: [OH-:1].[K+].[C:3](=[O:6])([O-])[O-].[Na+].[Na+].[C:9]1([C:23]2[C:24]([C:29]3[CH:34]=[CH:33]C=[CH:31][CH:30]=3)=[CH:25][CH:26]=[CH:27][CH:28]=2)[CH:14]=[CH:13][C:12](S(O)(=O)=O)(S(O)(=O)=O)[CH2:11][CH:10]=1>O>[OH:1][C:12]1[CH:13]=[CH:14][C:9]([C:23]2[C:24]([C:29]3[CH:34]=[CH:33][C:3]([OH:6])=[CH:31][CH:30]=3)=[CH:25][CH:26]=[CH:27][CH:28]=2)=[CH:10][CH:11]=1 |f:0.1,2.3.4|. Procedure details: A 1-1 V2A stainless steel vessel equipped with a horseshoe stirrer was charged with 600 g of potassium hydroxide and 60 g of sodium carbonate, and 250 g of the crude product described under (a) were added at 300° C a little at a time over 2 hours. The temperature was raised to 330° C, and the contents were stirred for 3 hours. The contents were then cooled down in a controlled manner by addition of water, diluted with a total of 1.6 1 of water and filtered with suction. The residue was suspended... Starting materials: O1[C@@H](C1)[C@H](CC1=CC=CC=C1)NC(OC(C)(C)C)=O (tert-Butyl (1S)-1-[(2R)-oxiran-2-yl]-2-phenylethylcarbamate), C(CC(=O)OCC)(=O)OCC (diethyl malonate), [O-]CC.[Na+] (sodium ethoxide). Run in C(C)O (ethanol). Run at temperature 45 celsius, time 5 hour. Product: O=C1CC[C@H](O1)[C@H](CC1=CC=CC=C1)NC(OC(C)(C)C)=O (tert-butyl(1S)-1-[(2S)-5-oxotetrahydrofuran-2-yl]-2-phenylethylcarbamate). Reaction SMILES: [O:1]1[CH2:3][C@H:2]1[C@@H:4]([NH:12][C:13](=[O:19])[O:14][C:15]([CH3:18])([CH3:17])[CH3:16])[CH2:5][C:6]1[CH:11]=[CH:10][CH:9]=[CH:8][CH:7]=1.C(OCC)(=O)CC(OCC)=O.[O-:31][CH2:32][CH3:33].[Na+]>C(O)C>[O:31]=[C:32]1[O:1][C@H:2]([C@@H:4]([NH:12][C:13](=[O:19])[O:14][C:15]([CH3:18])([CH3:17])[CH3:16])[CH2:5][C:6]2[CH:7]=[CH:8][CH:9]=[CH:10][CH:11]=2)[CH2:3][CH2:33]1 |f:2.3|. Reported procedure: 450 g of tert-Butyl (1S)-1-[(2R)-oxiran-2-yl]-2-phenylethylcarbamate was treated with 1.1 equivalents of diethyl malonate and 1.05 equivalents of sodium ethoxide in 1200 mL of ethanol at 5° C. for 0.5 hr, then at 25° C. for 5 hrs. The reaction mixture was quenched with acetic acid till the pH of the mixture was about 6. The reaction mixture was extracted with ethyl acetate (4 L) and the isolated organic phase was washed sequentially with 25% brine (4 L), 5% NaHCO3 (5L), and 25% brine (4 L), drie...